From a dataset of the Open Reaction Database (ORD), a public repository of structured organic reaction records. describe an organic reaction: reactants, conditions, products, and yield The solvent is CO (methanol). RXN SMILES: [N+:1]([CH2:4][CH:5]([Si:17]([CH3:27])([CH3:26])[CH2:18][CH2:19][CH2:20][CH2:21][CH2:22][CH2:23][CH2:24][CH3:25])[CH2:6][C:7]([O:9]CC1C=CC=CC=1)=[O:8])([O-])=O>CO.[OH-].[Pd+2].[OH-]>[NH2:1][CH2:4][CH:5]([Si:17]([CH3:26])([CH3:27])[CH2:18][CH2:19][CH2:20][CH2:21][CH2:22][CH2:23][CH2:24][CH3:25])[CH2:6][C:7]([OH:9])=[O:8] |f:2.3.4|. Reagents/catalysts: [OH-].[Pd+2].[OH-] (palladium hydroxide). Reactants: [N+](=O)([O-])CC(CC(=O)OCC1=CC=CC=C1)[Si](CCCCCCCC)(C)C (benzyl 4-nitro-3-(dimethyl-n-octylsilyl)butanoate). The product is NCC(CC(=O)O)[Si](CCCCCCCC)(C)C (4-amino-3-(dimethyl-n-octylsilyl)butanoic acid). Procedure details: A suspension of benzyl 4-nitro-3-(dimethyl-n-octylsilyl)butanoate (220 mg, 0.560 mmol) and palladium hydroxide (20% on carbon, wetted with ca. 50% water, 44 mg) in methanol (2 ml) was subjected to catalytic reduction under a hydrogen atmosphere [0.25 MPa (gauge pressure)] for 48 hours. After the suspension was filtered through Celite, and the solvent was evaporated, the residue was washed with water and recrystallized to obtain 4-amino-3-(dimethyl-n-octylsilyl)butanoic acid mentioned in the titl... Starting materials: ClC1=C(C=CC(=N1)NC(=O)C1(CC1)C1=CC2=C(OC(O2)(F)F)C=C1)C (N-(6-chloro-5-methylpyridin-2-yl)-1-(2,2-difluorobenzo[d][1,3]dioxol-5-yl)cyclopropanecarboxamide), ClC=1C=C(C(=NC1)OC)B1OC(C(O1)(C)C)(C)C (5-chloro-2-methoxy-3-(4,4,5,5-tetramethyl-1,3,2-dioxaborolan-2-yl)pyridine), C([O-])([O-])=O.[Na+].[Na+] (sodium carbonate). The reagents and catalysts are C=1C=CC(=CC1)[P](C=2C=CC=CC2)(C=3C=CC=CC3)[Pd]([P](C=4C=CC=CC4)(C=5C=CC=CC5)C=6C=CC=CC6)([P](C=7C=CC=CC7)(C=8C=CC=CC8)C=9C=CC=CC9)[P](C=1C=CC=CC1)(C=1C=CC=CC1)C=1C=CC=CC1 (tetrakis(triphenylphosphine)palladium). Solvent: COCCOC (1,2-dimethoxyethane). Conditions: temperature 80 celsius. Yields the product ClC=1C=C(C(=NC1)OC)C1=NC(=CC=C1C)NC(=O)C1(CC1)C1=CC2=C(OC(O2)(F)F)C=C1 (N-(5′-chloro-2′-methoxy-3-methyl-2,3′-bipyridin-6-yl)-1-(2,2-difluorobenzo[d][1,3]dioxol-5-yl)cyclopropanecarboxamide). Isolated yield 38.7%. RXN SMILES: Cl[C:2]1[N:7]=[C:6]([NH:8][C:9]([C:11]2([C:14]3[CH:24]=[CH:23][C:17]4[O:18][C:19]([F:22])([F:21])[O:20][C:16]=4[CH:15]=3)[CH2:13][CH2:12]2)=[O:10])[CH:5]=[CH:4][C:3]=1[CH3:25].[Cl:26][C:27]1[CH:28]=[C:29](B2OC(C)(C)C(C)(C)O2)[C:30]([O:33][CH3:34])=[N:31][CH:32]=1.C(=O)([O-])[O-].[Na+].[Na+]>COCCOC.C1C=CC([P]([Pd]([P](C2C=CC=CC=2)(C2C=CC=CC=2)C2C=CC=CC=2)([P](C2C=CC=CC=2)(C2C=CC=CC=2)C2C=CC=CC=2)[P](C2C=CC=CC=2)(C2C=CC=CC=2)C2C=CC=CC=2)(C2C=CC=CC=2)C2C=CC=CC=2)=CC=1>[Cl:26][C:27]1[CH:28]=[C:29]([C:2]2[C:3]([CH3:25])=[CH:4][CH:5]=[C:6]([NH:8][C:9]([C:11]3([C:14]4[CH:24]=[CH:23][C:17]5[O:18][C:19]([F:21])([F:22])[O:20][C:16]=5[CH:15]=4)[CH2:13][CH2:12]3)=[O:10])[N:7]=2)[C:30]([O:33][CH3:34])=[N:31][CH:32]=1 |f:2.3.4,^1:59,61,80,99|. Procedure: To N-(6-chloro-5-methylpyridin-2-yl)-1-(2,2-difluorobenzo[d][1,3]dioxol-5-yl)cyclopropanecarboxamide (0.11 g, 0.3 mmol) in 1,2-dimethoxyethane (3 mL) was added 5-chloro-2-methoxy-3-(4,4,5,5-tetramethyl-1,3,2-dioxaborolan-2-yl)pyridine (0.11 g, 0.39 mmol), tetrakis(triphenylphosphine)palladium (0) (17 mg, 0.015 mmol), and 2 M sodium carbonate (0.3 mL, 0.6 mmol) and the reaction mixture was heated to 80° C. overnight. The crude material was purified by silica gel chromatography (eluting with 0-35%... Reactants: OBO, Fc1cnc(Cl)nc1, Oc1ccccc1. Product: Oc1ccc(-c2ncc(F)cn2)cc1. RXN SMILES: [BH:1]([OH:2])[OH:3].[Cl:11][c:12]1[n:13][cH:14][c:15]([F:18])[cH:16][n:17]1.[OH:4][c:5]1[cH:6][cH:7][cH:8][cH:9][cH:10]1>>[OH:4][c:5]1[cH:6][cH:7][c:8](-[c:12]2[n:13][cH:14][c:15]([F:18])[cH:16][n:17]2)[cH:9][cH:10]1. Reactants: BrC=1C=C(C2=C(N(C(=N2)C)C)C1)[N+](=O)[O-] (6-bromo-1,2-dimethyl-4-nitro-1H-benzimidazole), CCCCCCC (n-heptane), C (charcoal), O.NN (hydrazine hydrate). The reagents and catalysts are [Fe](Cl)(Cl)Cl (iron(III) chloride). The solvent is CO (methanol). Run at temperature 80 celsius. The product is BrC=1C=C(C2=C(N(C(=N2)C)C)C1)N (6-Bromo-1,2-dimethyl-1H-benzimidazol-4-ylamine). Isolated yield 79.1%. RXN SMILES: [Br:1][C:2]1[CH:3]=[C:4]([N+:13]([O-])=O)[C:5]2[N:9]=[C:8]([CH3:10])[N:7]([CH3:11])[C:6]=2[CH:12]=1.C.O.NN.CCCCCCC>CO.[Fe](Cl)(Cl)Cl>[Br:1][C:2]1[CH:3]=[C:4]([NH2:13])[C:5]2[N:9]=[C:8]([CH3:10])[N:7]([CH3:11])[C:6]=2[CH:12]=1 |f:2.3|. Procedure: To a solution of 19 g (70 mmol) 6-bromo-1,2-dimethyl-4-nitro-1H-benzimidazole in 250 ml methanol were added 13.7 g (84 mmol) iron(III) chloride and 6 g activated charcoal. The reaction mixture was heated to 80° C. and 17 ml hydrazine hydrate (95%) were slowly added. After refluxing for 3 h, the hot reaction mixture was filtered through celite and the precipitate was washed with methanol and dichloromethane. The filtrate was evaporated to give a suspension, which was treated with n-heptane. The p... RXN SMILES: [Br:19][CH2:20][CH2:21][CH2:22][Cl:23].[OH:1][c:2]1[c:3]([C:8](=[O:9])[c:10]2[c:11]3[cH:12][cH:13][nH:14][c:15]3[cH:16][cH:17][cH:18]2)[cH:4][cH:5][cH:6][cH:7]1>>[O:1]([c:2]1[c:3]([C:8](=[O:9])[c:10]2[c:11]3[cH:12][cH:13][nH:14][c:15]3[cH:16][cH:17][cH:18]2)[cH:4][cH:5][cH:6][cH:7]1)[CH2:20][CH2:21][CH2:22][Cl:23]. Yields the product O=C(c1ccccc1OCCCCl)c1cccc2[nH]ccc12. The reactants are ClCCCBr, O=C(c1ccccc1O)c1cccc2[nH]ccc12.